This data is from the Open Reaction Database (ORD), a public repository of structured organic reaction records. The task is: describe an organic reaction: reactants, conditions, products, and yield The reactants are C(CCC)OC(=O)N1CCN(CC1)C([C@H](CCC=1N=NNN1)NC(=O)OC(C)(C)C)=O (4-[(S)-2-tert-butoxycarbonylamino-4-(2H-tetrazol-5-yl)-butyryl]-piperazine-1-carboxylic acid butyl ester), C(=O)(C(F)(F)F)O (TFA). Solvent: ClCCl (dichloromethane). Conditions: time 12 hour. Procedure details: To a solution of 730 mg 4-[(S)-2-tert-butoxycarbonylamino-4-(2H-tetrazol-5-yl)-butyryl]-piperazine-1-carboxylic acid butyl ester in 10 ml dichloromethane were added 1.2 ml TFA. After 12 h stirring at RT the solvents were removed and the residue was codistilled twice with toluene. Yield: 900 mg. As a reaction SMILES: [CH2:1]([O:5][C:6]([N:8]1[CH2:13][CH2:12][N:11]([C:14](=[O:31])[C@@H:15]([NH:23]C(OC(C)(C)C)=O)[CH2:16][CH2:17][C:18]2[N:19]=[N:20][NH:21][N:22]=2)[CH2:10][CH2:9]1)=[O:7])[CH2:2][CH2:3][CH3:4].C(O)(C(F)(F)F)=O>ClCCl>[CH2:1]([O:5][C:6]([N:8]1[CH2:9][CH2:10][N:11]([C:14](=[O:31])[C@@H:15]([NH2:23])[CH2:16][CH2:17][C:18]2[N:22]=[N:21][NH:20][N:19]=2)[CH2:12][CH2:13]1)=[O:7])[CH2:2][CH2:3][CH3:4]. Yields the product C(CCC)OC(=O)N1CCN(CC1)C([C@H](CCC=1N=NNN1)N)=O (4-[(S)-2-Amino-4-(2H-tetrazol-5-yl)-butyryl]-piperazine-1-carboxylic acid butyl ester). Starting materials: NC1=NC(=C2N=CN(C2=N1)[C@H]1C=C[C@H](C1)CO)Cl (cis-4-(2-amino-6-chloro-9H-purin-9-yl)-2-cyclopentene-1-methanol), [H-].[Na+] (NaH), Cl (HCl). The solvent is C(CCCC)O (1-pentanol). Reaction conditions: temperature 110 celsius, time 15 minute. Yields the product NC1=NC(=C2N=CN(C2=N1)[C@H]1C=C[C@H](C1)CO)OCCCCC ((±)-cis-4-(2-Amino-6-pentoxy-9H-purin-9-yl)-2-cyclopentene-1-methanol). RXN SMILES: [NH2:1][C:2]1[N:10]=[C:9]2[C:5]([N:6]=[CH:7][N:8]2[C@@H:11]2[CH2:15][C@H:14]([CH2:16][OH:17])[CH:13]=[CH:12]2)=[C:4](Cl)[N:3]=1.[H-].[Na+].Cl>C(O)CCCC>[NH2:1][C:2]1[N:10]=[C:9]2[C:5]([N:6]=[CH:7][N:8]2[C@@H:11]2[CH2:15][C@H:14]([CH2:16][OH:17])[CH:13]=[CH:12]2)=[C:4]([O:17][CH2:16][CH2:14][CH2:13][CH2:12][CH3:11])[N:3]=1 |f:1.2|. Reported procedure: To a solution of l±)-cis-4-(2-amino-6-chloro-9H-purin-9-yl)-2-cyclopentene-1-methanol (0.544 g, 2 mmol) in 1-pentanol (10 mL) at 110° C. was added NaH (60% oil dispersion, 0.160g, 4 mmol). The mixture was stirred at 110° C. for 15 minutes, then cooled to room temperature. 1 N HCl was added to adjust the pH to 7.0, and the solvent was removed by evaporation. The residual oil was chromatographed on silica gel. Title compound was eluted with 7% methanol-chloroform; white powder after crystallizatio... Starting materials: CC#CN=C1CCc2c1n(C)c1ccc(O)cc21, CN=C=O, ClCCl, C1CCC2=NCCCN2CC1. The product is CC#CN=C1CCc2c1n(C)c1ccc(OC(=O)NC)cc21. As a reaction SMILES: [CH3:1][n:2]1[c:3]2[c:4]([c:5]3[cH:6][c:7]([OH:11])[cH:8][cH:9][c:10]13)[CH2:12][CH2:13][C:14]2=[N:15][C:16]#[C:17][CH3:18].[CH3:30][N:31]=[C:32]=[O:33].[Cl:34][CH2:35][Cl:36].[N:19]12[CH2:20][CH2:21][CH2:22][N:23]=[C:24]1[CH2:25][CH2:26][CH2:27][CH2:28][CH2:29]2>>[CH3:1][n:2]1[c:3]2[c:4]([c:5]3[cH:6][c:7]([O:11][C:32]([NH:31][CH3:30])=[O:33])[cH:8][cH:9][c:10]13)[CH2:12][CH2:13][C:14]2=[N:15][C:16]#[C:17][CH3:18]. Reactants: BrN1C(CCC1=O)=O (N-bromosuccinimide), BrC=1C=C(C=C(C1)Cl)OC1=C(C=CC(=C1F)C)Cl (2-[(3-bromo-5-chlorophenyl)oxy]-1-chloro-3-fluoro-4-methylbenzene). The reagents and catalysts are CC(C)(C#N)N=NC(C)(C)C#N (AIBN), CC(C)(C#N)N=NC(C)(C)C#N (AIBN). Solvent: C(Cl)(Cl)(Cl)Cl (CCl4). Run at temperature 90 celsius, time 4 hour. Yields the product BrC=1C=C(C=C(C1)Cl)OC1=C(C=CC(=C1F)CBr)Cl (2-[(3-bromo-5-chlorophenyl)oxy]-4-(bromomethyl)-1-chloro-3-fluorobenzene). Isolated yield 81.8%. Reaction SMILES: [Br:1]N1C(=O)CCC1=O.[Br:9][C:10]1[CH:11]=[C:12]([O:17][C:18]2[C:23]([F:24])=[C:22]([CH3:25])[CH:21]=[CH:20][C:19]=2[Cl:26])[CH:13]=[C:14]([Cl:16])[CH:15]=1>C(Cl)(Cl)(Cl)Cl.CC(N=NC(C#N)(C)C)(C#N)C>[Br:9][C:10]1[CH:11]=[C:12]([O:17][C:18]2[C:23]([F:24])=[C:22]([CH2:25][Br:1])[CH:21]=[CH:20][C:19]=2[Cl:26])[CH:13]=[C:14]([Cl:16])[CH:15]=1. Procedure: N-bromosuccinimide (1.95 g, 10.94 mmol) was added to a solution of 2-[(3-bromo-5-chlorophenyl)oxy]-1-chloro-3-fluoro-4-methylbenzene (3.20 g, 9.12 mmol) in CCl4 (300 mL) at RT. The solution was heated to 90° C. for 5 min under N2 and AIBN (0.070 g, 0.46 mmol) was added. After 4 h, more AIBN (0.070 g, 0.46 mmol) was added and the solution was heated at 90° C. for an additional 2 h. The solution was cooled to 0° C., filtered through Celite and concentrated. The yellow oil was purified by column ch... Starting materials: FC=1C=C(C(=O)C2=CNC3=CC=C(N=C3C2=O)C)C=CC1OC (3-(3-Fluoro-4-methoxy-benzoyl)-6-methyl-1H-[1,5]naphthyridin-4-one), BrC1=NC(=CC=C1)CBr (2-bromo-6-bromomethyl-pyridine). Run in CN(C=O)C (N,N dimethylformamide). Yields the product BrC1=CC=CC(=N1)CN1C=C(C(C2=NC(=CC=C12)C)=O)C(C1=CC(=C(C=C1)OC)F)=O (1-(6-Bromo-pyridin-2-ylmethyl)-3-(3-fluoro-4-methoxy-benzoyl)-6-methyl-1H-[1,5]naphthyridin-4-one). As a reaction SMILES: [F:1][C:2]1[CH:3]=[C:4]([CH:19]=[CH:20][C:21]=1[O:22][CH3:23])[C:5]([C:7]1[C:16](=[O:17])[C:15]2[C:10](=[CH:11][CH:12]=[C:13]([CH3:18])[N:14]=2)[NH:9][CH:8]=1)=[O:6].[Br:24][C:25]1[CH:30]=[CH:29][CH:28]=[C:27]([CH2:31]Br)[N:26]=1>CN(C)C=O>[Br:24][C:25]1[N:26]=[C:27]([CH2:31][N:9]2[C:10]3[C:15](=[N:14][C:13]([CH3:18])=[CH:12][CH:11]=3)[C:16](=[O:17])[C:7]([C:5](=[O:6])[C:4]3[CH:19]=[CH:20][C:21]([O:22][CH3:23])=[C:2]([F:1])[CH:3]=3)=[CH:8]2)[CH:28]=[CH:29][CH:30]=1. Reported procedure: Experimental conditions analogous to those described for Step 3 of Example 1 were used with 110 mg (0.352 mmol) of 3-(3-Fluoro-4-methoxy-benzoyl)-6-methyl-1H-[1,5]naphthyridin-4-one, 106.1 mg (0.423 mmol) of 2-bromo-6-bromomethyl-pyridine, 16.9 mg (0.423 mmol, 60% dispersion in oil), and 2 mL of N,N dimethylformamide. The crude product was purified by flash column chromatography using a gradient of 20-100% ethyl acetate in hexane and further purified on the reverse phase HPLC with a C18 column, ... Reactants: C(=O)(O)CCC=1C(=C(NC1)C=O)C (4-(2-Carboxyethyl)-2-formyl-3-methylpyrrole), COC(=O)C=1C=C2CC(NC2=CC1)=O (5-methoxycarbonyl-2-oxindole), N1CCCCC1 (piperidine). The solvent is C(C)O (ethanol). The product is COC(=O)C=1C=C2C(C(NC2=CC1)=O)=CC=1NC=C(C1C)CCC(=O)O (3-[4-(2-Carboxyethyl)-3-methyl-1H-pyrrol-2-ylmethylene]-2-oxo-2,3-dihydro-1H-indole-5-carboxylic acid methyl ester). Isolated yield 74.9%. Reaction SMILES: [C:1]([CH2:4][CH2:5][C:6]1[C:7]([CH3:13])=[C:8]([CH:11]=O)[NH:9][CH:10]=1)([OH:3])=[O:2].[CH3:14][O:15][C:16]([C:18]1[CH:19]=[C:20]2[C:24](=[CH:25][CH:26]=1)[NH:23][C:22](=[O:27])[CH2:21]2)=[O:17].N1CCCCC1>C(O)C>[CH3:14][O:15][C:16]([C:18]1[CH:19]=[C:20]2[C:24](=[CH:25][CH:26]=1)[NH:23][C:22](=[O:27])[C:21]2=[CH:11][C:8]1[NH:9][CH:10]=[C:6]([CH2:5][CH2:4][C:1]([OH:3])=[O:2])[C:7]=1[CH3:13])=[O:17]. Procedure details: 4-(2-Carboxyethyl)-2-formyl-3-methylpyrrole (90.6 mg), 88.6 mg 5-methoxycarbonyl-2-oxindole, and 75 μL piperidine in 2 mL of ethanol were heated at 95° C. for 5 hours. The reaction mixture was cooled and concentrated. The residue was suspended in 6 N aqueous hydrochloric acid. The precipitate was filtered, washed with water to pH 6 and dried in a vacuum oven to give 123 mg (69%) of the title compound as a yellow solid. Starting materials: O (water), CI (methyl iodide), N12CCCCCC2=NCCC1 (1,8-diazabicyclo[5.4.0]undec-7-ene), C(C1=CC=CC=C1)OC(=O)CC1=C(C=C(C=2N(C3=CC=C(C(=C3SC12)C(=O)OC(C)(C)C)OC)C(CCCC(=O)O)=O)CN)OC (5-(4-benzyloxycarbonylmethyl-6-tert.-butoxycarbonyl-aminomethyl-3,7-dimethoxy-phenothiazin-10-yl)-5-oxo-pentanoic acid). Run in C(C)(=O)OCC (ethyl acetate), CN(C=O)C (N,N-dimethylformamide). Yields the product C(C1=CC=CC=C1)OC(=O)CC1=C(C=C(C=2N(C3=CC=C(C(=C3SC12)C(=O)OC(C)(C)C)OC)C(CCCC(=O)OC)=O)CN)OC (methyl 5-(4-benzyloxycarbonylmethyl-6-tert.-butoxycarbonyl-aminomethyl-3,7-dimethoxy-phenothiazin-10-yl)-5-oxo-pentanoate). The yield is 88.9%. As a reaction SMILES: CI.N12CCCN=C1CCCC[CH2:4]2.[CH2:14]([O:21][C:22]([CH2:24][C:25]1[C:38]2[S:37][C:36]3[C:31](=[CH:32][CH:33]=[C:34]([O:46][CH3:47])[C:35]=3[C:39]([O:41][C:42]([CH3:45])([CH3:44])[CH3:43])=[O:40])[N:30]([C:48](=[O:55])[CH2:49][CH2:50][CH2:51][C:52]([OH:54])=[O:53])[C:29]=2[C:28]([CH2:56][NH2:57])=[CH:27][C:26]=1[O:58][CH3:59])=[O:23])[C:15]1[CH:20]=[CH:19][CH:18]=[CH:17][CH:16]=1.O>CN(C)C=O.C(OCC)(=O)C>[CH2:14]([O:21][C:22]([CH2:24][C:25]1[C:38]2[S:37][C:36]3[C:31](=[CH:32][CH:33]=[C:34]([O:46][CH3:47])[C:35]=3[C:39]([O:41][C:42]([CH3:43])([CH3:45])[CH3:44])=[O:40])[N:30]([C:48](=[O:55])[CH2:49][CH2:50][CH2:51][C:52]([O:54][CH3:4])=[O:53])[C:29]=2[C:28]([CH2:56][NH2:57])=[CH:27][C:26]=1[O:58][CH3:59])=[O:23])[C:15]1[CH:20]=[CH:19][CH:18]=[CH:17][CH:16]=1. Reported procedure: 103 mg (0.726 mmol) of methyl iodide and 110 mg (0.726 mmol) of 1,8-diazabicyclo[5.4.0]undec-7-ene were added while cooling with ice to a solution of 430 mg (0.66 mmol) of 5-(4-benzyloxycarbonylmethyl-6-tert.-butoxycarbonyl-aminomethyl-3,7-dimethoxy-phenothiazin-10-yl)-5-oxo-pentanoic acid in 15 ml of N,N-dimethylformamide. The reaction mixture was stirred firstly at room temperature and then at 40°, then cooled and finally poured into water and ethyl acetate. The organic phase was extracted twi... The product is Cl, Nc1ccc(S)cc1F. Starting materials: CCO, Cl, N#CSc1ccc(N)c(F)c1. RXN SMILES: [CH3:13][CH2:14][OH:15].[ClH:1].[F:2][c:3]1[c:4]([NH2:5])[cH:6][cH:7][c:8]([S:10][C:11]#[N:12])[cH:9]1>>[ClH:1].[F:2][c:3]1[c:4]([NH2:5])[cH:6][cH:7][c:8]([SH:10])[cH:9]1.